Dataset: the Open Reaction Database (ORD), a public repository of structured organic reaction records. Task: describe an organic reaction: reactants, conditions, products, and yield Starting materials: C[C@H]1CN(CCN1)C(=O)OC(C)(C)C ((S)-tert-butyl 3-methylpiperazine-1-carboxylate), C(C1=CC=CC=C1)(=O)Cl (Benzoyl chloride). Solvent: CN(C)C=O (DMF), C(C)(C)N(C(C)C)CC (N,N-diisopropylethylamine), C(C)(=O)OCC (ethyl acetate), hexanes. Reaction conditions: time 16 hour. The product is C(C1=CC=CC=C1)(=O)N1[C@H](CN(CC1)C(=O)OC(C)(C)C)C ((S)-tert-butyl 4-benzoyl-3-methylpiperazine-1-carboxylate). As a reaction SMILES: [CH3:1][C@@H:2]1[NH:7][CH2:6][CH2:5][N:4]([C:8]([O:10][C:11]([CH3:14])([CH3:13])[CH3:12])=[O:9])[CH2:3]1.[C:15](Cl)(=[O:22])[C:16]1[CH:21]=[CH:20][CH:19]=[CH:18][CH:17]=1>CN(C=O)C.C(N(CC)C(C)C)(C)C.C(OCC)(=O)C>[C:15]([N:7]1[CH2:6][CH2:5][N:4]([C:8]([O:10][C:11]([CH3:13])([CH3:12])[CH3:14])=[O:9])[CH2:3][C@@H:2]1[CH3:1])(=[O:22])[C:16]1[CH:21]=[CH:20][CH:19]=[CH:18][CH:17]=1. Procedure details: (S)-tert-butyl 3-methylpiperazine-1-carboxylate (6.00 g, 30.0 mmol) was dissolved in dry DMF (40 mL) and N,N-diisopropylethylamine (DIEA) (6.00 mL). Benzoyl chloride (3.65 mL, 31.5 mmol) was added drop-wise and the reaction was stirred at rt for 16 hours. The reaction was taken up in ethyl acetate (200 mL) and washed with aqueous K2CO3 (10%), water, and saturated sodium chloride. The organic phase was dried (MgSO4) and evaporated to give a yellow oil. Chromatography over silica gel with a gradie... The reactants are O=P(Cl)(Cl)Cl, O=c1[nH]c(-c2ccccc2)co1, c1ccncc1. The product is Clc1nc(-c2ccccc2)co1. Reaction SMILES: [P:19]([Cl:20])([Cl:21])([Cl:22])=[O:23].[c:1]1(-[c:7]2[nH:8][c:9](=[O:12])[o:10][cH:11]2)[cH:2][cH:3][cH:4][cH:5][cH:6]1.[cH:13]1[cH:14][cH:15][n:16][cH:17][cH:18]1>>[c:1]1(-[c:7]2[n:8][c:9]([Cl:21])[o:10][cH:11]2)[cH:2][cH:3][cH:4][cH:5][cH:6]1. Starting materials: ice, C(CCCCCCCCC)N1C(C(=C(C=C1C)C)C#N)=O (1-(n-decyl)-3-cyano-4,6-dimethylpyrid-2-one), S(O)(O)(=O)=O (sulfuric acid), O (water). Product: C(CCCCCCCCC)N1C(C(=C(C=C1C)C)C(=O)O)=O (1-(n-decyl)-3-carboxy-4,6-dimethylpyrid-2-one). As a reaction SMILES: [CH2:1]([N:11]1[C:16]([CH3:17])=[CH:15][C:14]([CH3:18])=[C:13]([C:19]#N)[C:12]1=[O:21])[CH2:2][CH2:3][CH2:4][CH2:5][CH2:6][CH2:7][CH2:8][CH2:9][CH3:10].[OH2:22].S(=O)(=O)(O)[OH:24]>>[CH2:1]([N:11]1[C:16]([CH3:17])=[CH:15][C:14]([CH3:18])=[C:13]([C:19]([OH:24])=[O:22])[C:12]1=[O:21])[CH2:2][CH2:3][CH2:4][CH2:5][CH2:6][CH2:7][CH2:8][CH2:9][CH3:10]. Reported procedure: 1-(n-decyl)-3-cyano-4,6-dimethylpyrid-2-one (94.6 g., 0.33 mole) is dissolved in concentrated sulfuric acid (300 ml.) and crushed ice (90 g.) is slowly added while maintaining the reaction temperature below 75° C. The reaction mixture is then heated on a steam bath for 23 hours. The cooled reaction mixture is poured onto ice (700 g.) and the reaction mixture is diluted to 2300 ml. with water. The solid is collected by filtration and then triturated with dilute sodium hydroxide and filtered. The ... Starting materials: ClCC1=NC=CC=C1 (2-chloromethylpyridine), NC=1SC=NN1 (2-amino-1,3,4-thiadiazole). Run in C(C)O (ethyl alcohol). Product: Cl.N1=C(C=CC=C1)CN1C(SC=N1)=N (3-Pyridin-2-ylmethyl-3H-[1,3,4]thiadiazol-2-ylideneamine hydrochloride). The yield is 27.6%. As a reaction SMILES: [Cl:1][CH2:2][C:3]1[CH:8]=[CH:7][CH:6]=[CH:5][N:4]=1.[NH2:9][C:10]1[S:11][CH:12]=[N:13][N:14]=1>C(O)C>[ClH:1].[N:4]1[CH:5]=[CH:6][CH:7]=[CH:8][C:3]=1[CH2:2][N:14]1[N:13]=[CH:12][S:11][C:10]1=[NH:9] |f:3.4|. Reported procedure: A mixture of 2-chloromethylpyridine (1.75 g, 0.0137 M) and 2-amino-1,3,4-thiadiazole (1.09 g, 0.0108 M) in 20 mL ethyl alcohol was refluxed for 20 hours. The reaction mixture was cooled to room temperature and filtered. The precipitate was washed with ethyl acetate and dried to yield 0.680 g of the title compound. MP=187-189° C. 1H-NMR (DMSO-d6) δ 10.6 (br s, 1H), 9.0 (s, 1H), 8.5 (d, 1H), 7.9 (m, 1H), 7.48 (d, 1H), 7.38 (m, 1H), 5.7 (s, 2H). 13C-NMR (DMSO-d6) δ 167.7, 153.0, 149.3, 145.0, 137.4... Starting materials: CC(=O)Oc1cc2nc[nH]c(=O)c2cc1OC(C)=O, O=C(Cl)C(=O)Cl, ClC(Cl)Cl. Product: CC(=O)Oc1cc2ncnc(Cl)c2cc1OC(C)=O. As a reaction SMILES: [C:1]([CH3:2])(=[O:3])[O:4][c:5]1[cH:6][c:7]2[c:8](=[O:19])[nH:9][cH:10][n:11][c:12]2[cH:13][c:14]1[O:15][C:16]([CH3:17])=[O:18].[Cl:20][C:21]([C:22]([Cl:23])=[O:24])=[O:25].[Cl:26][CH:27]([Cl:28])[Cl:29]>>[C:1]([CH3:2])(=[O:3])[O:4][c:5]1[cH:6][c:7]2[c:8]([Cl:20])[n:9][cH:10][n:11][c:12]2[cH:13][c:14]1[O:15][C:16]([CH3:17])=[O:18]. Starting materials: solution, FC=1C=C(C=O)C=C(C1F)F (3,4,5-trifluorobenzaldehyde), C1CCOC1 (THF). Conditions: time 16 hour. The product is FC=1C=C(C=C(C1F)F)C(C)O (1(3,4,5-Trifluorophenyl)ethanol). As a reaction SMILES: [F:1][C:2]1[CH:3]=[C:4]([CH:7]=[C:8]([F:11])[C:9]=1[F:10])[CH:5]=[O:6].[CH2:12]1COCC1>>[F:1][C:2]1[CH:3]=[C:4]([CH:5]([OH:6])[CH3:12])[CH:7]=[C:8]([F:11])[C:9]=1[F:10]. Procedure: An ethereal solution (17.41 ml, 52.24 mmol, 3M) of MeMgEr was slowly added at −78° C. to a solution of 3,4,5-trifluorobenzaldehyde (6.96 g, 43.53 mmol) in THF (125 ml). The reaction mixture was stirred at room temperature for 16 h and was cooled (0° C.) and was quenched, sequentially, with excess ethyl acetate (10 ml) and water (5 ml). Excess anhydrous MgSO4 (5 g) was added and stirred for 30 minutes at room temperature. The suspension was filtered over celite and the solids were washed with eth...